This data is from the Open Reaction Database (ORD), a public repository of structured organic reaction records. The task is: describe an organic reaction: reactants, conditions, products, and yield Reactants: Cl, NCc1cccnc1, CCc1cnn(C2CC(n3cnc4c(NCC(c5ccccc5)c5ccccc5)nc(N5CCC(N)C5)nc43)C(O)C2O)n1, CCc1nnn(C2CC(n3cnc4c(NCC(c5ccccc5)c5ccccc5)nc(N5CCC(NC(=O)NCc6ccccn6)C5)nc43)C(O)C2O)n1. The product is Cl, CCc1cnn(C2CC(n3cnc4c(NCC(c5ccccc5)c5ccccc5)nc(N5CCC(NC(=O)NCc6cccnc6)C5)nc43)C(O)C2O)n1. Reaction SMILES: [ClH:45].[NH2:100][CH2:101][c:102]1[cH:103][n:104][cH:105][cH:106][cH:107]1.[NH2:1][CH:2]1[CH2:3][N:4]([c:7]2[n:8][c:9]([NH:30][CH2:31][CH:32]([c:33]3[cH:34][cH:35][cH:36][cH:37][cH:38]3)[c:39]3[cH:40][cH:41][cH:42][cH:43][cH:44]3)[c:10]3[n:11][cH:12][n:13]([CH:16]4[CH:17]([OH:29])[CH:18]([OH:28])[CH:19]([n:21]5[n:22][cH:23][c:24]([CH2:26][CH3:27])[n:25]5)[CH2:20]4)[c:14]3[n:15]2)[CH2:5][CH2:6]1.[c:46]1([CH:47]([c:48]2[cH:49][cH:50][cH:51][cH:52][cH:53]2)[CH2:54][NH:55][c:56]2[n:57][c:58]([N:59]3[CH2:60][CH2:61][CH:62]([NH:63][C:70]([NH:64][CH2:65][c:66]4[cH:67][cH:68][cH:69][cH:72][n:73]4)=[O:71])[CH2:74]3)[n:75][c:76]3[c:77]2[n:78][cH:79][n:80]3[CH:81]2[CH2:82][CH:83]([n:84]3[n:85][n:86][c:87]([CH2:88][CH3:89])[n:90]3)[CH:91]([OH:92])[CH:93]2[OH:94])[cH:95][cH:96][cH:97][cH:98][cH:99]1>>[ClH:45].[NH:1]([CH:2]1[CH2:3][N:4]([c:7]2[n:8][c:9]([NH:30][CH2:31][CH:32]([c:33]3[cH:34][cH:35][cH:36][cH:37][cH:38]3)[c:39]3[cH:40][cH:41][cH:42][cH:43][cH:44]3)[c:10]3[n:11][cH:12][n:13]([CH:16]4[CH:17]([OH:29])[CH:18]([OH:28])[CH:19]([n:21]5[n:22][cH:23][c:24]([CH2:26][CH3:27])[n:25]5)[CH2:20]4)[c:14]3[n:15]2)[CH2:5][CH2:6]1)[C:70](=[O:71])[NH:100][CH2:101][c:102]1[cH:103][n:104][cH:105][cH:106][cH:107]1. Solvent: N1=CC=CC=C1 (pyridine). The product is C(C)(C)(C)C(=O)NC1=C(C=CC(=C1)Cl)Cl (N-tert-butylcarbonyl-2,5-dichloroaniline). Reaction SMILES: [Cl:1][C:2]1[CH:8]=[CH:7][C:6]([Cl:9])=[CH:5][C:3]=1[NH2:4].[C:10](Cl)(=[O:15])[C:11]([CH3:14])([CH3:13])[CH3:12].O>N1C=CC=CC=1>[C:11]([C:10]([NH:4][C:3]1[CH:5]=[C:6]([Cl:9])[CH:7]=[CH:8][C:2]=1[Cl:1])=[O:15])([CH3:14])([CH3:13])[CH3:12]. Procedure details: To a stirred solution of 1 kg of 2,5-dichloroaniline in 2500 ml of pyridine is added 840 ml of pivaloyl chloride and the mixture is refluxed for 4 hours. After cooling, the reaction mixture is poured into water. The solid is filtered, washed with water and air dried to yield N-tert-butylcarbonyl-2,5-dichloroaniline, melting at 74°-76°. The reactants are ClC1=C(N)C=C(C=C1)Cl (2,5-dichloroaniline), C(C(C)(C)C)(=O)Cl (pivaloyl chloride), O (water). Starting materials: CO.C(Cl)Cl (MeOH CH2Cl2), Br/C/1=C(/C(=O)OC1=O)\Br (Dibromomaleic anhydride), FC(C(=O)[O-])(F)F.O=C1NC2C(N1)C(SC2)CCCCC(=O)NCCOCCOCC[NH3+] (2-(2-(2-(5-(2-oxo-1,3,3a,4,6,6a-hexahydrothieno(3,4-d)imidazol-6-yl)pentanoylamino)ethoxy)ethoxy)ethylammonium 2,2,2-trifluoroacetate), C1(=CC=CC=C1)C (toluene). Solvent: CC(=O)O (AcOH). Run at temperature 170 celsius. The product is BrC=1C(N(C(C1Br)=O)CCOCCOCCNC(CCCCC1SCC2C1NC(N2)=O)=O)=O (N-(2-(2-(2-(3,4-dibromo-2,5-dioxo-pyrrol-1-yl)ethoxy)ethoxy)ethyl)-5-(2-oxo-1,3,3a,4,6,6a-hexahydrothieno(3,4-d)imidazol-6-yl)pentanamide). Yield: 47.6%. Reaction SMILES: [Br:1][C:2]1=[C:3]([Br:9])[C:4]([O:6][C:7]1=[O:8])=O.FC(F)(F)C([O-])=O.[O:17]=[C:18]1[NH:22][CH:21]2[CH:23]([CH2:26][CH2:27][CH2:28][CH2:29][C:30]([NH:32][CH2:33][CH2:34][O:35][CH2:36][CH2:37][O:38][CH2:39][CH2:40][NH3+:41])=[O:31])[S:24][CH2:25][CH:20]2[NH:19]1.C1(C)C=CC=CC=1.CO.C(Cl)Cl>CC(O)=O>[Br:9][C:3]1[C:4](=[O:6])[N:41]([CH2:40][CH2:39][O:38][CH2:37][CH2:36][O:35][CH2:34][CH2:33][NH:32][C:30](=[O:31])[CH2:29][CH2:28][CH2:27][CH2:26][CH:23]2[CH:21]3[NH:22][C:18](=[O:17])[NH:19][CH:20]3[CH2:25][S:24]2)[C:7](=[O:8])[C:2]=1[Br:1] |f:1.2,4.5|. Procedure: Dibromomaleic anhydride (108 mg, 0.42 mmol, 1 eq) was added in one portion to a solution of 2-(2-(2-(5-(2-oxo-1,3,3a,4,6,6a-hexahydrothieno(3,4-d)imidazol-6-yl)pentanoylamino)ethoxy)ethoxy)ethylammonium 2,2,2-trifluoroacetate (205 mg, 0.42 mmol, 1 eq) in AcOH (10 mL) and the reaction mixture heated to 170° C. for 2 h. Upon cooling to 21° C. toluene was added and the AcOH azeotropically removed in vacuo (×2) to give crude product. Column chromatography (gradient 2-7% MeOH/CH2Cl2) yielded the desi...